Task: describe an organic reaction: reactants, conditions, products, and yield. Dataset: the Open Reaction Database (ORD), a public repository of structured organic reaction records Reactants: BrC1=CN=C2N1N=C(C=C2)Cl (3-Bromo-6-chloro-imidazo[1,2-b]pyridazine), C(C)[Mg] (ethylmagnesium), FC1=C2C=CC=NC2=CC(=C1C=O)F (5,7-difluoro-quinoline-6-carbaldehyde), FC1=C2C=CC=NC2=CC(=C1C=O)F (5,7-difluoro-quinoline-6-carbaldehyde). The solvent is C1CCOC1 (THF). Reaction conditions: time 15 minute. Yields the product ClC=1C=CC=2N(N1)C(=CN2)C(O)C=2C(=C1C=CC=NC1=CC2F)F ((rac)-(6-Chloro-imidazo[1,2-b]pyridazin-3-yl)-(5,7-difluoro-quinolin-6-yl)-methanol). Reaction SMILES: Br[C:2]1[N:6]2[N:7]=[C:8]([Cl:11])[CH:9]=[CH:10][C:5]2=[N:4][CH:3]=1.C([Mg])C.[F:15][C:16]1[C:25]([CH:26]=[O:27])=[C:24]([F:28])[CH:23]=[C:22]2[C:17]=1[CH:18]=[CH:19][CH:20]=[N:21]2>C1COCC1>[Cl:11][C:8]1[CH:9]=[CH:10][C:5]2[N:6]([C:2]([CH:26]([C:25]3[C:16]([F:15])=[C:17]4[C:22](=[CH:23][C:24]=3[F:28])[N:21]=[CH:20][CH:19]=[CH:18]4)[OH:27])=[CH:3][N:4]=2)[N:7]=1. Procedure: 3-Bromo-6-chloro-imidazo[1,2-b]pyridazine (4.40 g, 18.95 mmol) was suspended in THF (189 mL) and the ethylmagnesium solution (3 M, 6.32 mL) was added slowly under nitrogen condition. The RM was stirred at rt for 15 min and the solution of 5,7-difluoro-quinoline-6-carbaldehyde (Intermediate F, 3.66 g, 18.95 mmol) was added. After 30 min, the reaction was quenched with 10% ammonium chloride. The precipitate was filtered off and a first part of the title compound was obtained as a white solid. The ... The reactants are S(O)(O)(=O)=O (sulfuric acid), CN(CCOC1=CC=C(C=C1)\C(=C(\C(F)(F)F)/C1=CC=CC=C1)\C1=CC=CC=C1)C ((E)-1-[4-(2-dimethylaminoethoxy)-phenyl]-1,2-diphenyl-3,3,3-trifluoro-propene). Solvent: C(C)(C)O (isopropanol). Product: S(=O)(=O)(O)O.CN(CCOC1=CC=C(C=C1)\C(=C(\C(F)(F)F)/C1=CC=CC=C1)\C1=CC=CC=C1)C ((E)-1-[4-(2-dimethylaminoethoxy)-phenyl]-1,2-diphenyl-3,3,3-trifluoro-propene sulfate). Yield: 86.4%. Reaction SMILES: [S:1](=[O:5])(=[O:4])([OH:3])[OH:2].[CH3:6][N:7]([CH3:35])[CH2:8][CH2:9][O:10][C:11]1[CH:16]=[CH:15][C:14](/[C:17](/[C:29]2[CH:34]=[CH:33][CH:32]=[CH:31][CH:30]=2)=[C:18](\[C:23]2[CH:28]=[CH:27][CH:26]=[CH:25][CH:24]=2)/[C:19]([F:22])([F:21])[F:20])=[CH:13][CH:12]=1>C(O)(C)C>[S:1]([OH:5])([OH:4])(=[O:3])=[O:2].[CH3:35][N:7]([CH3:6])[CH2:8][CH2:9][O:10][C:11]1[CH:12]=[CH:13][C:14](/[C:17](/[C:29]2[CH:34]=[CH:33][CH:32]=[CH:31][CH:30]=2)=[C:18](\[C:23]2[CH:24]=[CH:25][CH:26]=[CH:27][CH:28]=2)/[C:19]([F:21])([F:22])[F:20])=[CH:15][CH:16]=1 |f:3.4|. Procedure: 0.03 ml (0.55 mmoles) of 98% sulfuric acid are added to a solution of 0.205 g (0.5 mmoles) of (E)-1-[4-(2-dimethylaminoethoxy)-phenyl]-1,2-diphenyl-3,3,3-trifluoro-propene in 1.5 ml of isopropanol. The separated crystals are filtered off, washed with ether, and the crude product is recrystallized from isopropanol. 0.22 g (84.6%) of the aimed compound are obtained; m.p.: 150°-153° C. Reactants: NC1(C=2N(C3=C(C(=N1)C1=C(C=CC=C1)Cl)C=C(S3)CC)C(=NN2)C)C(=O)OCC (ethyl 6-amino-4-(2-chlorophenyl)-2-ethyl-9-methyl-6H-thieno[3,2-f][1,2,4]triazolo[4,3-a][1,4]diazepine-6-carboxylate), crystals, barium hydroxide·8 hydrate. Solvent: C(C)O (ethanol), O (water). Run at time 24 hour. Yields the product NC1C=2N(C3=C(C(=N1)C1=C(C=CC=C1)Cl)C=C(S3)CC)C(=NN2)C (6-amino-4-( 2-chlorophenyl)-2-ethyl-9-methyl-6H-thieno[3,2-f][1,2,4]triazolo[4,3-a][1,4]-diazepine). Yield: 85.1%. As a reaction SMILES: [NH2:1][C:2]1(C(OCC)=O)[N:8]=[C:7]([C:9]2[CH:14]=[CH:13][CH:12]=[CH:11][C:10]=2[Cl:15])[C:6]2[CH:16]=[C:17]([CH2:19][CH3:20])[S:18][C:5]=2[N:4]2[C:21]([CH3:24])=[N:22][N:23]=[C:3]12>C(O)C.O>[NH2:1][CH:2]1[N:8]=[C:7]([C:9]2[CH:14]=[CH:13][CH:12]=[CH:11][C:10]=2[Cl:15])[C:6]2[CH:16]=[C:17]([CH2:19][CH3:20])[S:18][C:5]=2[N:4]2[C:21]([CH3:24])=[N:22][N:23]=[C:3]12. Reported procedure: In a mixture of 180 ml of ethanol and 60 ml of water was dissolved 15.1 g of ethyl 6-amino-4-(2-chlorophenyl)-2-ethyl-9-methyl-6H-thieno[3,2-f][1,2,4]triazolo[4,3-a][1,4]diazepine-6-carboxylate. To the solution was added 6.0 g of crystals of barium hydroxide·8 hydrate, and the mixture was stirred at room temperature for 24 hours. After the solvent was distilled off under reduced pressure, 200 ml of water and 100 ml of benzene were added and the mixture was stirred fully. The water layer was sepa... Starting materials: [OH-].[Na+] (sodium hydroxide), C([O-])([O-])=O.[Na+].[Na+] (sodium carbonate), C=O (formaldehyde), CNC (dimethylamine), ClC1=CC=C2C=CNC2=C1 (6-chloroindole). Solvent: C(C)(=O)O (acetic acid), O (water). The product is ClC1=CC=C2C(=CNC2=C1)CN(C)C (6-chloro-3-dimethylaminomethylindole). As a reaction SMILES: C=O.[CH3:3][NH:4][CH3:5].[Cl:6][C:7]1[CH:15]=[C:14]2[C:10]([CH:11]=[CH:12][NH:13]2)=[CH:9][CH:8]=1.[OH-].[Na+].[C:18](=O)([O-])[O-].[Na+].[Na+]>O.C(O)(=O)C>[Cl:6][C:7]1[CH:15]=[C:5]2[C:10]([C:11]([CH2:12][N:13]([CH3:18])[CH3:14])=[CH:3][NH:4]2)=[CH:9][CH:8]=1 |f:3.4,5.6.7|. Procedure: The starting material is prepared as follows: To the solution of 265 ml of acetic acid, 116 ml of 36% aqueous formaldehyde and 190 ml of 40% aqueous dimethylamine, 226.5 g of 6-chloroindole are added portionwise during 45 minutes while stirring at about 40°. The mixture is heated to 60° for 15 minutes and stirred at room temperature for 1 hour. It is cooled to 10°, combined with 500 ml of water, 400 ml of 25% aqueous sodium hydroxide and 100 ml of 20% aqueous sodium carbonate, stirred for 1/2 ho... The reactants are ClC1=C(C=CC(=C1)[N+](=O)[O-])N=O (2-chloro-4-nitro-1-nitrosobenzene), NC1=CC=C(C=C1)C1=CC=C(C=C1)O (4-amino-4'-hydroxybiphenyl). Solvent: C(C)(=O)O (acetic acid), C(C)(=O)O (acetic acid). Run at temperature 70 celsius. Product: ClC1=C(C=CC(=C1)[N+](=O)[O-])N=NC1=CC=C(C=C1)C1=CC=C(C=C1)O (2-chloro-4-nitro-4'-(4-hydroxyphenyl)azobenzene). Isolated yield 81.6%. Reaction SMILES: [Cl:1][C:2]1[CH:7]=[C:6]([N+:8]([O-:10])=[O:9])[CH:5]=[CH:4][C:3]=1[N:11]=O.[NH2:13][C:14]1[CH:19]=[CH:18][C:17]([C:20]2[CH:25]=[CH:24][C:23]([OH:26])=[CH:22][CH:21]=2)=[CH:16][CH:15]=1>C(O)(=O)C>[Cl:1][C:2]1[CH:7]=[C:6]([N+:8]([O-:10])=[O:9])[CH:5]=[CH:4][C:3]=1[N:11]=[N:13][C:14]1[CH:15]=[CH:16][C:17]([C:20]2[CH:25]=[CH:24][C:23]([OH:26])=[CH:22][CH:21]=2)=[CH:18][CH:19]=1. Reported procedure: A suspension of 0.840 g of 2-chloro-4-nitro-1-nitrosobenzene in 20 ml of glacial acetic acid was heated to 70° C. and treated while stirring with a solution, heated to 110° C., of 0.926 g of 4-amino-4'-hydroxybiphenyl [prepared according to Chem. Berichte 27 (1894) 2627] in 43 ml of glacial acetic acid. The dark solution was stirred at 70° C. for a further 2.25 hours, then cooled to room temperature and extracted with methylene chloride. The extracts were washed with water, 10% sodium hydrogen c... The reactants are O=C(O)c1cc2ccccc2s1, COc1ccc(N)cc1. The reagents and catalysts are CCOP(=O)(OCC)ON1C(=O)C2=CC=CC=C2N=N1 (DEPBT), CCN(C(C)C)C(C)C (DIPEA). Run in CN(C)C=O (DMF), CN(C)C=O (DMF), CN(C)C=O (DMF), CN(C)C=O (DMF), CN(C)C=O (DMF), CN(C)C=O (DMF). Run at temperature 25 celsius, time 2 hour. Yields the product COc1ccc(NC(=O)c2cc3ccccc3s2)cc1. Isolated yield 73.5%. RXN SMILES: COc1ccc(N)cc1.O=C(O)c1cc2ccccc2s1.CCOP(=O)(OCC)ON1C(=O)C2=CC=CC=C2N=N1.CCN(C(C)C)C(C)C.CN(C)C=O>>COc1ccc(NC(=O)c2cc3ccccc3s2)cc1. The reactants are O=C1CCC1, CCOP(=O)(CC(=O)C1CCN(C(=O)OC(C)(C)C)C1)OCC, CCO, [K+], [OH-]. Product: CC(C)(C)OC(=O)N1CCC(C(=O)C=C2CCC2)C1. Reaction SMILES: [C:1]1(=[O:5])[CH2:2][CH2:3][CH2:4]1.[C:6]([CH3:7])([CH3:8])([CH3:9])[O:10][C:11](=[O:12])[N:13]1[CH2:14][CH:15]([C:18]([CH2:19][P:20]([O:21][CH2:22][CH3:23])([O:24][CH2:25][CH3:26])=[O:27])=[O:28])[CH2:16][CH2:17]1.[CH3:31][CH2:32][OH:33].[K+:30].[OH-:29]>>[C:1]1(=[CH:19][C:18]([CH:15]2[CH2:14][N:13]([C:11]([O:10][C:6]([CH3:7])([CH3:8])[CH3:9])=[O:12])[CH2:17][CH2:16]2)=[O:28])[CH2:2][CH2:3][CH2:4]1. The reactants are O=C(O)c1ccc(Br)cc1F, CCOC(C)=O, Cl, NC1CCCCC1, O. The product is O=C(O)c1ccc(Br)cc1NC1CCCCC1. Reaction SMILES: [Br:1][c:2]1[cH:3][c:4]([F:11])[c:5]([C:6](=[O:7])[OH:8])[cH:9][cH:10]1.[CH3:19][CH2:20][O:21][C:22](=[O:23])[CH3:24].[ClH:25].[NH2:12][CH:13]1[CH2:14][CH2:15][CH2:16][CH2:17][CH2:18]1.[OH2:26]>>[Br:1][c:2]1[cH:3][c:4]([NH:12][CH:13]2[CH2:14][CH2:15][CH2:16][CH2:17][CH2:18]2)[c:5]([C:6](=[O:7])[OH:8])[cH:9][cH:10]1. The reactants are O=C1OCC2CNCCN12, CN1CCC2(CC1)CN(Cc1cc3nc(Cl)nc(N4CCOCC4)c3s1)C2. Product: O=C1OCC2CN(Cc3cc4nc(Cl)nc(N5CCOCC5)c4s3)CCN12. As a reaction SMILES: [CH2:28]1[O:29][C:30](=[O:37])[N:31]2[CH:32]1[CH2:33][NH:34][CH2:35][CH2:36]2.[Cl:1][c:2]1[n:3][c:4]([N:22]2[CH2:23][CH2:24][O:25][CH2:26][CH2:27]2)[c:5]2[c:6]([n:7]1)[cH:8][c:9]([CH2:11][N:12]1[CH2:13][C:14]3([CH2:15]1)[CH2:16][CH2:17][N:18]([CH3:19])[CH2:20][CH2:21]3)[s:10]2>>[Cl:1][c:2]1[n:3][c:4]([N:22]2[CH2:23][CH2:24][O:25][CH2:26][CH2:27]2)[c:5]2[c:6]([n:7]1)[cH:8][c:9]([CH2:11][N:12]1[CH2:13][CH:32]3[CH2:28][O:29][C:30](=[O:37])[N:31]3[CH2:36][CH2:15]1)[s:10]2.